Dataset: the Open Reaction Database (ORD), a public repository of structured organic reaction records. Task: describe an organic reaction: reactants, conditions, products, and yield Reactants: COC1=C(C=CC=C1)C1=CC(=NC=N1)NC(=O)C1CCNCC1 (Piperidine-4-carboxylic acid [6-(2-methoxy-phenyl)-pyrimidin-4-yl]amide), Cl (HCl). The solvent is O1CCOCC1 (1,4-dioxane). Product: Cl.COC1=C(C=CC=C1)C1=CC(=NC=N1)NC(=O)C1CCNCC1 (piperidine-4-carboxylic acid [6-(2-methoxy-phenyl)-pyrimidin-4-yl]-amide hydrochloride). As a reaction SMILES: [CH3:1][O:2][C:3]1[CH:8]=[CH:7][CH:6]=[CH:5][C:4]=1[C:9]1[N:14]=[CH:13][N:12]=[C:11]([NH:15][C:16]([CH:18]2[CH2:23][CH2:22][NH:21][CH2:20][CH2:19]2)=[O:17])[CH:10]=1.[ClH:24]>O1CCOCC1>[ClH:24].[CH3:1][O:2][C:3]1[CH:8]=[CH:7][CH:6]=[CH:5][C:4]=1[C:9]1[N:14]=[CH:13][N:12]=[C:11]([NH:15][C:16]([CH:18]2[CH2:23][CH2:22][NH:21][CH2:20][CH2:19]2)=[O:17])[CH:10]=1 |f:3.4|. Procedure: Piperidine-4-carboxylic acid [6-(2-methoxy-phenyl)-pyrimidin-4-yl]amide (compound #6A) (2.0 g, 6.4 mmol) was dissolved in a saturated solution of HCl in 1,4-dioxane (50 ml) and the clear solution was stirred at room temperature for half an hour. A pale yellow solid precipitated out. Diethyl ether (50 ml) was added to precipitate more of the solid. After filtration, the solid was washed with diethyl ether (50 ml) and dried under high vacuum to obtain piperidine-4-carboxylic acid [6-(2-methoxy-phe... Reactants: Cc1cc(-c2ccc(Cl)cc2)c(Br)c2nn(Cc3ccc(C(F)(F)F)nc3)c(=O)n12, Cc1nc(C(F)(F)F)ccc1Cn1nc2c(-c3ccncc3)c(-c3ccc(Cl)cc3)cc(C)n2c1=O. The product is Cc1cc(-c2ccc(Cl)cc2)c(-c2ccncc2)c2nn(Cc3ccc(C(F)(F)F)nc3)c(=O)n12. As a reaction SMILES: [Br:1][c:2]1[c:3]2[n:4]([c:5](=[O:6])[n:7]([CH2:8][c:9]3[cH:10][n:11][c:12]([C:13]([F:14])([F:15])[F:16])[cH:17][cH:18]3)[n:19]2)[c:20]([CH3:21])[cH:22][c:23]1-[c:24]1[cH:25][cH:26][c:27]([Cl:28])[cH:29][cH:30]1.[Cl:31][c:32]1[cH:33][cH:34][c:35](-[c:38]2[c:39](-[c:61]3[cH:62][cH:63][n:64][cH:65][cH:66]3)[c:40]3[n:41]([c:42]([CH3:44])[cH:43]2)[c:45](=[O:60])[n:46]([CH2:48][c:49]2[c:50]([CH3:59])[n:51][c:52]([C:55]([F:56])([F:57])[F:58])[cH:53][cH:54]2)[n:47]3)[cH:36][cH:37]1>>[Cl:31][c:32]1[cH:33][cH:34][c:35](-[c:38]2[c:39](-[c:61]3[cH:62][cH:63][n:64][cH:65][cH:66]3)[c:40]3[n:41]([c:42]([CH3:44])[cH:43]2)[c:45](=[O:60])[n:46]([CH2:48][c:49]2[cH:50][n:51][c:52]([C:55]([F:56])([F:57])[F:58])[cH:53][cH:54]2)[n:47]3)[cH:36][cH:37]1.